From a dataset of the Open Reaction Database (ORD), a public repository of structured organic reaction records. describe an organic reaction: reactants, conditions, products, and yield The reactants are ClCCl, [Na], CN(C)C=O, O=S(=O)(O)c1ccc(O)cc1, O=S(Cl)Cl. The product is O=S(=O)(Cl)c1ccc(O)cc1. RXN SMILES: [Cl:22][CH2:23][Cl:24].[Na:10].[O:5]=[CH:6][N:7]([CH3:8])[CH3:9].[OH:11][c:12]1[cH:13][cH:14][c:15]([S:18](=[O:19])(=[O:20])[OH:21])[cH:16][cH:17]1.[S:1]([Cl:2])([Cl:3])=[O:4]>>[Cl:3][S:18]([c:15]1[cH:14][cH:13][c:12]([OH:11])[cH:17][cH:16]1)(=[O:19])=[O:21]. Starting materials: CC(=O)NCCC1=CNC2=C1C=C(C=C2)OC (melatonin), B(Br)(Br)Br (boron tribromide). The solvent is C(Cl)Cl (CH2Cl2), CC(=O)C (acetone). Run at temperature -78 celsius, time 1 hour. Yields the product OC=1C=C2C(=CNC2=CC1)CCNC(C)=O (N-(2-(5-hydroxy-1H-indol-3-yl)ethyl) acetamide). RXN SMILES: [CH3:1][C:2]([NH:4][CH2:5][CH2:6][C:7]1[C:11]2[CH:12]=[C:13]([O:16]C)[CH:14]=[CH:15][C:10]=2[NH:9][CH:8]=1)=[O:3].B(Br)(Br)Br>C(Cl)Cl.CC(C)=O>[OH:16][C:13]1[CH:12]=[C:11]2[C:10](=[CH:15][CH:14]=1)[NH:9][CH:8]=[C:7]2[CH2:6][CH2:5][NH:4][C:2](=[O:3])[CH3:1]. Reported procedure: In round bottom flask, melatonin (48 mg, 0.21 mmol) was taken in dry CH2Cl2 (3 ml). The reaction mixture was cooled to −78° C. by keeping in acetone bath with liquid nitrogen. To this chilled reaction mixture boron tribromide (0.12 ml, 12 mmol) was added dropwise and stirring continued at this temperature for another 1 h. Then the reaction mixture was stirred overnight at room temperature for overnight. Completion of reaction was monitored by TLC; the reaction mixture was quenched by addition of... Starting materials: C1(C=2C(C(N1OCC(=O)OC(C1=CC=CC=C1)C1=CC=CC=C1)=O)=CC=CC2)=O (benzhydryl 2-phthalimidooxyacetate), O.NN (hydrazine hydrate). Solvent: C(Cl)Cl (methylene chloride), CO (methanol). Yields the product NOCC(=O)OC(C1=CC=CC=C1)C1=CC=CC=C1 (benzhydryl 2-aminooxyacetate). Yield: 90.3%. Reaction SMILES: C1(=O)[N:5]([O:6][CH2:7][C:8]([O:10][CH:11]([C:18]2[CH:23]=[CH:22][CH:21]=[CH:20][CH:19]=2)[C:12]2[CH:17]=[CH:16][CH:15]=[CH:14][CH:13]=2)=[O:9])C(=O)C2=CC=CC=C12.O.NN>C(Cl)Cl.CO>[NH2:5][O:6][CH2:7][C:8]([O:10][CH:11]([C:18]1[CH:23]=[CH:22][CH:21]=[CH:20][CH:19]=1)[C:12]1[CH:17]=[CH:16][CH:15]=[CH:14][CH:13]=1)=[O:9] |f:1.2|. Procedure details: To a solution of benzhydryl 2-phthalimidooxyacetate (10 g) in methylene chloride (100 ml) was added a solution of hydrazine hydrate (6.08 g) in methanol (7 ml). The reaction mixture was stirred at ambient temperature for an hour. The precipitates were collected by filtration and washed with methylene chloride. The filtrate and the washings were combined, adjusted to pH 7.0 with conc. hydrochloric acid, and washed with a saturated aqueous sodium chloride, and then dried over magnesium sulfate. Th... Starting materials: C[O-].[Na+] (sodium methoxide), [Na] (sodium), NC1CN(CC1)C1=C(C=C2C(C(=CN(C2=C1F)C1CC1)C(=O)O)=O)F (7-(3-amino-1-pyrrolidinyl)-1-cyclopropyl-6,8-difluoro-1,4-dihydro-4-oxo-3quinolinecarboxylic acid). Solvent: CO (methanol). Run at time 49 hour. The product is NC1CN(CC1)C1=C(C=C2C(C(=CN(C2=C1OC)C1CC1)C(=O)O)=O)F (7-(3-amino-1-pyrrolidinyl)-1-cyclopropyl-6-fluoro-1,4-dihydro-8-methoxy-4-oxo-3-quinolinecarboxylic acid). RXN SMILES: [CH3:1][O-:2].[Na+].[Na].[NH2:5][CH:6]1[CH2:10][CH2:9][N:8]([C:11]2[C:20](F)=[C:19]3[C:14]([C:15](=[O:28])[C:16]([C:25]([OH:27])=[O:26])=[CH:17][N:18]3[CH:22]3[CH2:24][CH2:23]3)=[CH:13][C:12]=2[F:29])[CH2:7]1>CO>[NH2:5][CH:6]1[CH2:10][CH2:9][N:8]([C:11]2[C:20]([O:2][CH3:1])=[C:19]3[C:14]([C:15](=[O:28])[C:16]([C:25]([OH:27])=[O:26])=[CH:17][N:18]3[CH:22]3[CH2:23][CH2:24]3)=[CH:13][C:12]=2[F:29])[CH2:7]1 |f:0.1,^1:3|. Procedure details: To a solution of sodium methoxide prepare from sodium (0.2 g) and absolute methanol (10 ml) was added 7-(3-amino-1-pyrrolidinyl)-1-cyclopropyl-6,8-difluoro-1,4-dihydro-4-oxo-3quinolinecarboxylic acid (0.47 g) and the mixture in sealed tube was stirred for 49 hours at 140° to 150° C. and then concentrated. The residue was purified by silica gel column chromatography eluting with chloroform-methanol-concentrated aqueous ammonia (20:6:1) and recrystallized from a solution of dichloromethanemethanol... Reactants: C(C)OC1=C(C=C(C=C1)C1=NC(=NO1)C1=C2C=CNC2=CC=C1)OC (5-(4-Ethoxy-3-methoxyphenyl)-3-(1H-indol-4-yl)-1,2,4-oxadiazole), C(C)OC=1C=C(C=CC1OCC)C1=NC(=NO1)C1=C2C=CNC2=CC=C1 (5-(3,4-diethoxyphenyl)-3-(1H-indol-4-yl)-1,2,4-oxadiazole). Product: C(C)OC1=C(C=C(C=C1)C1=NC(=NO1)C1=C2CCNC2=CC=C1)OC (5-(4-Ethoxy-3-methoxyphenyl)-3-(indolin-4-yl)-1,2,4-oxadiazole). Isolated yield 100.0%. RXN SMILES: [CH2:1]([O:3][C:4]1[CH:9]=[CH:8][C:7]([C:10]2[O:14][N:13]=[C:12]([C:15]3[CH:23]=[CH:22][CH:21]=[C:20]4[C:16]=3[CH:17]=[CH:18][NH:19]4)[N:11]=2)=[CH:6][C:5]=1[O:24][CH3:25])[CH3:2].C(OC1C=C(C2ON=C(C3C=CC=C4C=3C=CN4)N=2)C=CC=1OCC)C>>[CH2:1]([O:3][C:4]1[CH:9]=[CH:8][C:7]([C:10]2[O:14][N:13]=[C:12]([C:15]3[CH:23]=[CH:22][CH:21]=[C:20]4[C:16]=3[CH2:17][CH2:18][NH:19]4)[N:11]=2)=[CH:6][C:5]=1[O:24][CH3:25])[CH3:2]. Procedure details: When the product of Step C was substituted for 5-(3,4-diethoxyphenyl)-3-(1H-indol-4-yl)-1,2,4-oxadiazole in Example 34, Step C, the identical process afforded the title compound 100% yield. 1H-NMR (CDCl3) 1.5 (tr, 3H, J=3.98 Hz); 3.6 (tr, 2H, J=7.79 Hz); 3.8 (tr, 2H, J=8.87 Hz); 3.99 (s, 3H); 4.19 (q, 2H, J=14, 7 Hz); 6.97 (d, 1H, J=8.5 Hz); 7.17 (d, 1H, J=7.79 Hz); 7.32 (tr, 1H, J=7.82 Hz); 7.66 (d, 1H, J=1.92 Hz); 7.67 (dd, 1H, J=1.97, 8.41 Hz), 7.89 (d, 1H, J=7.78 Hz). Starting materials: O=C(CCC)CC(CCC)=O (4,6-dioxononane), C(CC)C(=O)C (methyl propyl ketone), C(CCC)(=O)OCC (ethyl butyrate), [NH2-].[Li+] (lithium amide), BrCC1=CC=C(C=C1)C1=C(C=CC=C1)C#N (4'-bromomethyl-2-cyanobiphenyl), [H-].[Na+] (NaH). Run in CN(C)C=O (DMF), CN(C)C=O (DMF). Conditions: time 30 minute. The product is C(#N)C1=C(C=CC=C1)C1=CC=C(C=C1)CC(C(CCC)=O)C(CCC)=O (5-[(2'-Cyanobiphenyl-4-yl)methyl]-4,6-dioxononane). Isolated yield 104.6%. Reaction SMILES: [O:1]=[C:2]([CH2:6][C:7](=[O:11])[CH2:8][CH2:9][CH3:10])[CH2:3][CH2:4][CH3:5].C(C(C)=O)CC.C(OCC)(=O)CCC.[NH2-].[Li+].[H-].[Na+].Br[CH2:31][C:32]1[CH:37]=[CH:36][C:35]([C:38]2[CH:43]=[CH:42][CH:41]=[CH:40][C:39]=2[C:44]#[N:45])=[CH:34][CH:33]=1>CN(C=O)C>[C:44]([C:39]1[CH:40]=[CH:41][CH:42]=[CH:43][C:38]=1[C:35]1[CH:34]=[CH:33][C:32]([CH2:31][CH:6]([C:7](=[O:11])[CH2:8][CH2:9][CH3:10])[C:2](=[O:1])[CH2:3][CH2:4][CH3:5])=[CH:37][CH:36]=1)#[N:45] |f:3.4,5.6|. Procedure details: 15.6 g of 4,6-dioxononane, prepared from methyl propyl ketone and ethyl butyrate in the presence of lithium amide (according to CA 42: 4129 f), are dissolved in 160 ml of anhydrous DMF. 4 g of 60% NaH are added in portions. When the exothermic effect has subsided, the mixture is cooled to room temperature and a solution of 27.2 g of 4'-bromomethyl-2-cyanobiphenyl, prepared in Example 4, in 90 ml of DMF is introduced dropwise. The mixture is stirred for 30 min at room temperature and then heated ... Starting materials: CC(=O)O, COC(=O)c1ccccc1Cc1cc(Cl)ccc1[N+](=O)[O-], O. Yields the product COC(=O)c1ccccc1Cc1cc(Cl)ccc1N. RXN SMILES: [C:23]([OH:24])(=[O:25])[CH3:26].[CH3:1][O:2][C:3]([c:4]1[c:5]([CH2:10][c:11]2[c:12]([N+:18]([O-:19])=[O:20])[cH:13][cH:14][c:15]([Cl:17])[cH:16]2)[cH:6][cH:7][cH:8][cH:9]1)=[O:21].[OH2:22]>>[CH3:1][O:2][C:3]([c:4]1[c:5]([CH2:10][c:11]2[c:12]([NH2:18])[cH:13][cH:14][c:15]([Cl:17])[cH:16]2)[cH:6][cH:7][cH:8][cH:9]1)=[O:21]. Starting materials: Brc1cccnc1, [Li]CCCC, CCCCCC, Cl, N#Cc1ccccc1C(F)(F)F, CCOCC. The product is O=C(c1cccnc1)c1ccccc1C(F)(F)F. RXN SMILES: [Br:6][c:7]1[cH:8][n:9][cH:10][cH:11][cH:12]1.[CH2:1]([Li:2])[CH2:3][CH2:4][CH3:5].[CH3:31][CH2:32][CH2:33][CH2:34][CH2:35][CH3:36].[ClH:25].[F:13][C:14]([c:15]1[c:16]([C:17]#[N:18])[cH:19][cH:20][cH:21][cH:22]1)([F:23])[F:24].[O:26]([CH2:27][CH3:28])[CH2:29][CH3:30]>>[c:7]1([C:17]([c:16]2[c:15]([C:14]([F:13])([F:23])[F:24])[cH:22][cH:21][cH:20][cH:19]2)=[O:26])[cH:8][n:9][cH:10][cH:11][cH:12]1.